Dataset: the Open Reaction Database (ORD), a public repository of structured organic reaction records. Task: describe an organic reaction: reactants, conditions, products, and yield Reactants: C1(CC1)CN(C1=CC(=C(C#N)C=C1)C(F)(F)F)CCCO (4-[(cyclopropylmethyl)(3-hydroxypropyl)amino]-2-(trifluoromethyl)benzonitrile), OC1=CC=C(C=O)C=C1 (4-hydroxybenzaldehyde). Yields the product C1(CC1)CN(C1=CC(=C(C#N)C=C1)C(F)(F)F)CCCOC1=CC=C(C=C1)CO (4-[(Cyclopropylmethyl)(3-{[4-(hydroxymethyl)phenyl]oxy}propyl)amino]-2-(trifluoromethyl)benzonitrile). As a reaction SMILES: [CH:1]1([CH2:4][N:5]([CH2:18][CH2:19][CH2:20][OH:21])[C:6]2[CH:13]=[CH:12][C:9]([C:10]#[N:11])=[C:8]([C:14]([F:17])([F:16])[F:15])[CH:7]=2)[CH2:3][CH2:2]1.O[C:23]1[CH:30]=[CH:29][C:26]([CH:27]=[O:28])=[CH:25][CH:24]=1>>[CH:1]1([CH2:4][N:5]([CH2:18][CH2:19][CH2:20][O:21][C:23]2[CH:30]=[CH:29][C:26]([CH2:27][OH:28])=[CH:25][CH:24]=2)[C:6]2[CH:13]=[CH:12][C:9]([C:10]#[N:11])=[C:8]([C:14]([F:16])([F:17])[F:15])[CH:7]=2)[CH2:2][CH2:3]1. Procedure details: Synthesized as described in Example 5B from 4-[(cyclopropylmethyl)(3-hydroxypropyl)amino]-2-(trifluoromethyl)benzonitrile and 4-hydroxybenzaldehyde: MS (APCI) m/z 405 (M+1). The reactants are CC(C)=O, Cl, C[Si](C)(C)CCOCn1ccc2c(-c3cnn(C4CCC5(CC4)OCCO5)c3)ncnc21, O. Yields the product C[Si](C)(C)CCOCn1ccc2c(-c3cnn(C4CCCCC4)c3)ncnc21. RXN SMILES: [CH3:33][C:34](=[O:35])[CH3:36].[ClH:37].[O:1]1[CH2:4][CH2:3][O:2][C:5]12[CH2:6][CH2:7][CH:8]([n:11]1[n:12][cH:13][c:14](-[c:16]3[c:17]4[c:18]([n:19][cH:20][n:21]3)[n:22]([CH2:25][O:26][CH2:27][CH2:28][Si:29]([CH3:30])([CH3:31])[CH3:32])[cH:23][cH:24]4)[cH:15]1)[CH2:9][CH2:10]2.[OH2:38]>>[CH2:5]1[CH2:6][CH2:7][CH:8]([n:11]2[n:12][cH:13][c:14](-[c:16]3[c:17]4[c:18]([n:19][cH:20][n:21]3)[n:22]([CH2:25][O:26][CH2:27][CH2:28][Si:29]([CH3:30])([CH3:31])[CH3:32])[cH:23][cH:24]4)[cH:15]2)[CH2:9][CH2:10]1. Reactants: [N+](=O)([O-])C1=C(C(=CC=C1)OC(F)(F)F)N (2-nitro-6-trifluoromethoxy-phenylamine). Solvent: CCO (EtOH). Run at time 5 hour. Product: FC(OC1=C(C(=CC=C1)N)N)(F)F (3-Trifluoromethoxy-benzene-1,2-diamine). As a reaction SMILES: [N+:1]([C:4]1[CH:9]=[CH:8][CH:7]=[C:6]([O:10][C:11]([F:14])([F:13])[F:12])[C:5]=1[NH2:15])([O-])=O>CCO>[F:12][C:11]([F:13])([F:14])[O:10][C:6]1[CH:7]=[CH:8][CH:9]=[C:4]([NH2:1])[C:5]=1[NH2:15]. Procedure: 3-Trifluoromethoxy-benzene-1,2-diamine was synthesized by dissolving 0.79 g of 2-nitro-6-trifluoromethoxy-phenylamine (J. Med. Chem. 1999, 42, 15, 2828-2843) in 20 mL EtOH, evacuating 3 times with N2 and adding 80 mg of 10 wt % Pd/C. The reaction mixture was stirred under a H2 atmosphere (balloon) for 5 h. Filtration over a pad of celite and washing with EtOH and EtOAc yielded after concentration in vacuo 0.55 g of 3-trifluoromethoxy-benzene-1,2-diamine as brown oil. Starting materials: OC1C2=C(OCC3=C1C=CC=C3)C=CC(=C2)OCC2=NC3=CC=C(C=C3C=C2)OC (11-Hydroxy-2-(6-methoxyquinolin-2-yl)methoxy-6,11-dihydrodibenz[b,e]oxepine), SCCC(=O)O (3-mercaptopropionic acid). Product: C(=O)(O)CCSC1C2=C(OCC3=C1C=CC=C3)C=CC(=C2)OCC2=NC3=CC=C(C=C3C=C2)OC (11-(2-Carboxyethylthio)-2-(6-methoxyquinolin-2-yl)methoxy-6,11-dihydrodibenz[b,e]oxepine). As a reaction SMILES: O[CH:2]1[C:8]2[CH:9]=[CH:10][CH:11]=[CH:12][C:7]=2[CH2:6][O:5][C:4]2[CH:13]=[CH:14][C:15]([O:17][CH2:18][C:19]3[CH:28]=[CH:27][C:26]4[C:21](=[CH:22][CH:23]=[C:24]([O:29][CH3:30])[CH:25]=4)[N:20]=3)=[CH:16][C:3]1=2.[SH:31][CH2:32][CH2:33][C:34]([OH:36])=[O:35]>>[C:34]([CH2:33][CH2:32][S:31][CH:2]1[C:8]2[CH:9]=[CH:10][CH:11]=[CH:12][C:7]=2[CH2:6][O:5][C:4]2[CH:13]=[CH:14][C:15]([O:17][CH2:18][C:19]3[CH:28]=[CH:27][C:26]4[C:21](=[CH:22][CH:23]=[C:24]([O:29][CH3:30])[CH:25]=4)[N:20]=3)=[CH:16][C:3]1=2)([OH:36])=[O:35]. Procedure: 11-Hydroxy-2-(6-methoxyquinolin-2-yl)methoxy-6,11-dihydrodibenz[b,e]oxepine and 3-mercaptopropionic acid were used and reacted in the same manner as in Example 1 to obtain the title compound. The reactants are CC1=C(N)C=CC(=C1)[N+](=O)[O-] (2-methyl-4-nitroaniline), C(C(=C)C)(=O)Cl (methacryloyl chloride). The product is CC(C(=O)NC1=C(C=C(C=C1)[N+](=O)[O-])C)=C (2-Methyl-N-(2-methyl-4-nitrophenyl)acrylamide). Reaction SMILES: [CH3:1][C:2]1[CH:8]=[C:7]([N+:9]([O-:11])=[O:10])[CH:6]=[CH:5][C:3]=1[NH2:4].[C:12](Cl)(=[O:16])[C:13]([CH3:15])=[CH2:14]>>[CH3:15][C:13](=[CH2:14])[C:12]([NH:4][C:3]1[CH:5]=[CH:6][C:7]([N+:9]([O-:11])=[O:10])=[CH:8][C:2]=1[CH3:1])=[O:16]. Procedure details: 2-Methyl-N-(2-methyl-4-nitrophenyl)acrylamide was prepared as described in Example 1a starting from 2-methyl-4-nitroaniline and methacryloyl chloride. 1H NMR (400 MHz, DMSO-d6): 1.98 (3H, s), 2.34 (3H, s), 5.59 (1H, s), 5.91 (1H, s), 7.74 (1H, d, J=8.8 Hz), 8.07 (1H, dd, J=8.8 Hz, J=2.7 Hz), 8.15 (1H, d, J=2.6 Hz), 9.53 (1H, s). Reactants: CCC(=O)OC, CC1(CCCOS(C)(=O)=O)OCC2(CCO)CCC1O2, CC(C)[N-]C(C)C, [Cl-], [Li+], [NH4+], C1CCOC1. The product is COC(=O)C(C)CCCC1(C)OCC2(CCO)CCC1O2. As a reaction SMILES: [C:1]([CH2:2][CH3:3])(=[O:4])[O:5][CH3:6].[CH3:15][S:16]([O:17][CH2:20][CH2:21][CH2:22][C:23]1([CH3:34])[O:24][CH2:25][C:26]2([CH2:31][CH2:32][OH:33])[CH2:27][CH2:28][CH:29]1[O:30]2)(=[O:18])=[O:19].[CH:7]([N-:8][CH:9]([CH3:10])[CH3:11])([CH3:12])[CH3:13].[Cl-:35].[Li+:14].[NH4+:36].[O:37]1[CH2:38][CH2:39][CH2:40][CH2:41]1>>[C:1]([CH:2]([CH3:3])[CH2:20][CH2:21][CH2:22][C:23]1([CH3:34])[O:24][CH2:25][C:26]2([CH2:31][CH2:32][OH:33])[CH2:27][CH2:28][CH:29]1[O:30]2)(=[O:4])[O:5][CH3:6]. Starting materials: C(CCC)N(CCCC)CCCC (tri-n-butylamine), 3-acetylaminopropionic acid sulfuric acid mixed acid anhydride, [OH-].[Na+] (sodium hydroxide), [OH-].[Na+] (sodium hydroxide), [OH-].[Na+] (sodium hydroxide), C(C(C)C)C(=O)C (methyl isobutyl ketone), O.Cl.N[C@@H](CC1=CNC=N1)C(=O)O (L-histidine hydrochloride monohydrate). Run in O (water). Reaction conditions: time 30 minute. The product is CC(=O)NCCC(=O)N[C@@H](CC1=CN=CN1)C(=O)O (N-acetyl-L-carnosine). As a reaction SMILES: [OH2:1].Cl.[NH2:3][C@H:4]([C:11]([OH:13])=[O:12])[CH2:5][C:6]1[N:10]=[CH:9][NH:8][CH:7]=1.[OH-].[Na+].[CH2:16]([C:20](C)=[O:21])[CH:17](C)C.[CH2:23]([N:27](CCCC)CCCC)[CH2:24]CC>O>[CH3:24][C:23]([NH:27][CH2:17][CH2:16][C:20]([NH:3][C@H:4]([C:11]([OH:13])=[O:12])[CH2:5][C:6]1[NH:10][CH:9]=[N:8][CH:7]=1)=[O:21])=[O:1] |f:0.1.2,3.4|. Procedure details: On the other hand, 52.4 g of L-histidine hydrochloride monohydrate was dissolved in 400 ml of water and the solution was adjusted to pH 10.5 with about 112 ml of 4 N aqueous sodium hydroxide solution. To this solution were simultaneously added dropwise 370 ml of methyl isobutyl ketone solution containing 148.6 g of tri-n-butylamine salt of 3-acetylaminopropionic acid-sulfuric acid mixed acid anhydride which has been prepared previously and 330 ml of 4 N aqueous sodium hydroxide solution while th...